This data is from the Open Reaction Database (ORD), a public repository of structured organic reaction records. The task is: describe an organic reaction: reactants, conditions, products, and yield Reactants: COC(=O)C1(CCNCC1)N(C(CC)=O)C1=CC=CC=C1 (4-methoxycarbonyl-4-(N'-phenylpropionamido)piperidine), BrCCO (2-bromoethanol), C([O-])([O-])=O.[Na+].[Na+] (sodium carbonate), [I-].[Na+] (sodium iodide). Solvent: C(C)#N (acetonitrile). Yields the product OCCN1CCC(CC1)(N(C(CC)=O)C1=CC=CC=C1)C(=O)OC (1-(2-hydroxyethyl)-4-methoxycarbonyl-4-(N'-phenylpropionamido)piperidine). Isolated yield 96.9%. Reaction SMILES: [CH3:1][O:2][C:3]([C:5]1([N:11]([C:16]2[CH:21]=[CH:20][CH:19]=[CH:18][CH:17]=2)[C:12](=[O:15])[CH2:13][CH3:14])[CH2:10][CH2:9][NH:8][CH2:7][CH2:6]1)=[O:4].Br[CH2:23][CH2:24][OH:25].C(=O)([O-])[O-].[Na+].[Na+].[I-].[Na+]>C(#N)C>[OH:25][CH2:24][CH2:23][N:8]1[CH2:9][CH2:10][C:5]([C:3]([O:2][CH3:1])=[O:4])([N:11]([C:16]2[CH:17]=[CH:18][CH:19]=[CH:20][CH:21]=2)[C:12](=[O:15])[CH2:13][CH3:14])[CH2:6][CH2:7]1 |f:2.3.4,5.6|. Procedure details: A mixture of 4-methoxycarbonyl-4-(N'-phenylpropionamido)piperidine (7.34 g, 25 mmol), 2-bromoethanol (3.96 g, 32 mmol), sodium carbonate (20.0 g, 189 mmol), and sodium iodide (1.0 g) in acetonitrile (200ml) was heated to reflux for three days. The reaction mixture was cooled and filtered. The filtrate was concentrated under vacuum yielding an oily residue. The residue was chromatographed on silica gel (250 g; ethyl acetate/hexane; 1:4) to yield 1-(2-hydroxyethyl)-4-methoxycarbonyl-4-(N'-phenylpr... Reactants: CC1(C)OC(c2ccc(C#N)cc2)=C(Br)C1=O, O=C([O-])[O-], CC1(C)OB(c2ccc(OCc3ccc4ccccc4n3)cc2)OC1(C)C, Cc1ccccc1, [Cs+], [Cs+], O. Product: CC1(C)OC(c2ccc(C#N)cc2)=C(c2ccc(OCc3ccc4ccccc4n3)cc2)C1=O. RXN SMILES: [Br:1][C:2]1=[C:3]([c:10]2[cH:11][cH:12][c:13]([C:14]#[N:15])[cH:16][cH:17]2)[O:4][C:5]([CH3:8])([CH3:9])[C:6]1=[O:7].[C:45](=[O:46])([O-:47])[O-:48].[CH3:18][C:19]1([CH3:20])[C:21]([CH3:22])([CH3:23])[O:24][B:25]([c:26]2[cH:27][cH:28][c:29]([O:30][CH2:31][c:32]3[n:33][c:34]4[cH:35][cH:36][cH:37][cH:38][c:39]4[cH:40][cH:41]3)[cH:42][cH:43]2)[O:44]1.[CH3:51][c:52]1[cH:53][cH:54][cH:55][cH:56][cH:57]1.[Cs+:49].[Cs+:50].[OH2:58]>>[C:2]1([c:26]2[cH:27][cH:28][c:29]([O:30][CH2:31][c:32]3[n:33][c:34]4[cH:35][cH:36][cH:37][cH:38][c:39]4[cH:40][cH:41]3)[cH:42][cH:43]2)=[C:3]([c:10]2[cH:11][cH:12][c:13]([C:14]#[N:15])[cH:16][cH:17]2)[O:4][C:5]([CH3:8])([CH3:9])[C:6]1=[O:7]. The reactants are ClC(=O)OC (methyl chloroformate), C1(=CC=CC=C1)CCCN[C@@H]1CC[C@H](CC1)C1=CC=C(C=C1)O (trans-4-[4-(3-phenylpropylamino) cyclohexyl]-phenol), ClC(=O)OC (Methyl chloroformate). Run in [OH-].[Na+] (NaOH), C1CCOC1 (THF), CCOC(=O)C (EtOAc). Run at time 2 hour. Product: COC(N(CCCC1=CC=CC=C1)[C@@H]1CC[C@H](CC1)C1=CC=C(C=C1)O)=O (trans-N-[4-(4-hydroxyphenyl)cyclohexyl]-N-(3-phenylpropyl)carbamic acid methyl ester). As a reaction SMILES: [C:1]1([CH2:7][CH2:8][CH2:9][NH:10][C@H:11]2[CH2:16][CH2:15][C@H:14]([C:17]3[CH:22]=[CH:21][C:20]([OH:23])=[CH:19][CH:18]=3)[CH2:13][CH2:12]2)[CH:6]=[CH:5][CH:4]=[CH:3][CH:2]=1.Cl[C:25]([O:27][CH3:28])=[O:26]>[OH-].[Na+].C1COCC1.CCOC(C)=O>[CH3:28][O:27][C:25](=[O:26])[N:10]([C@H:11]1[CH2:12][CH2:13][C@H:14]([C:17]2[CH:18]=[CH:19][C:20]([OH:23])=[CH:21][CH:22]=2)[CH2:15][CH2:16]1)[CH2:9][CH2:8][CH2:7][C:1]1[CH:2]=[CH:3][CH:4]=[CH:5][CH:6]=1 |f:2.3|. Procedure details: To a stirred solution of trans-4-[4-(3-phenylpropylamino) cyclohexyl]-phenol (0.40 g, 1.3 mmol) in a mixture of 2 N NaOH (5 mL) and THF (5 mL) was added methyl chloroformate (0.12 mL, 1.6 mmol). The reaction mixture was stirred at room temperature for 2 hours. Methyl chloroformate (0.05 mL, 0.65 mmol) was added and stirring continued for another 2 hours. The mixture was diluted with EtOAc (50 mL), washed with H2O, dried (Na2SO4), filtered and concentrated under reduced pressure. Purification by ... The reactants are [N+](=O)([O-])C=1C(=NC=C(C1)C(F)(F)F)NCC(F)(F)F ((3-nitro-5-trifluoromethylpyridin-2-yl)-(2,2,2-trifluoroethyl)amine), O (water), C(C)(=O)O (acetic acid). The reagents and catalysts are [Fe] (iron). The solvent is C(C)O (ethanol), C(C)O (ethanol). Run at temperature 70 celsius, time 1 hour. Yields the product FC(CNC1=NC=C(C=C1N)C(F)(F)F)(F)F (N2-(2,2,2-trifluoroethyl)-5-trifluoromethylpyridin-2,3-diamine). Isolated yield 96.9%. RXN SMILES: O.C(O)(=O)C.[N+:6]([C:9]1[C:10]([NH:19][CH2:20][C:21]([F:24])([F:23])[F:22])=[N:11][CH:12]=[C:13]([C:15]([F:18])([F:17])[F:16])[CH:14]=1)([O-])=O>[Fe].C(O)C>[F:24][C:21]([F:22])([F:23])[CH2:20][NH:19][C:10]1[C:9]([NH2:6])=[CH:14][C:13]([C:15]([F:16])([F:17])[F:18])=[CH:12][N:11]=1. Procedure: A mixture of an iron powder (2.12 g), ethanol 6 ml), water 4 ml) and acetic acid 0.1 ml) was added dropwise a mixture of (3-nitro-5-trifluoromethylpyridin-2-yl)-(2,2,2-trifluoroethyl)amine (1.83 g) and ethanol (10 ml) at 70° C., and then the mixture was stirred at 70° C. for 1 hour. After allowing to cool, the cooled reaction mixture was filtrated. To the filtrate was added water, and then the mixture was extracted with ethyl acetate. The organic layer was washed with water, dried over sodium su... The reactants are CNC(=O)C1=CC2(CCN(C(=O)OC(C)(C)C)CC2)c2ccccc21, ClCCl, O=C(O)C(F)(F)F. Yields the product CNC(=O)C1=CC2(CCNCC2)c2ccccc21. As a reaction SMILES: [CH3:8][NH:9][C:10](=[O:11])[C:12]1=[CH:13][C:14]2([c:15]3[cH:16][cH:17][cH:18][cH:19][c:20]31)[CH2:21][CH2:22][N:23]([C:26]([O:27][C:28]([CH3:29])([CH3:30])[CH3:31])=[O:32])[CH2:24][CH2:25]2.[Cl:33][CH2:34][Cl:35].[OH:1][C:2]([C:3]([F:4])([F:5])[F:6])=[O:7]>>[CH3:8][NH:9][C:10](=[O:11])[C:12]1=[CH:13][C:14]2([c:15]3[cH:16][cH:17][cH:18][cH:19][c:20]31)[CH2:21][CH2:22][NH:23][CH2:24][CH2:25]2. The product is C(C)(=O)C=1C=C2C(C(C(C2=CC1)(C)C)C)(C)C (5-acetyl-1,1,2,3,3-pentamethyl indane). The solvent is ice water. Reactants: CC1(C(C(C2=CC=CC=C12)(C)C)C)C (1,1,2,3,3-pentamethyl indane), C(C)(=O)Cl (acetyl chloride), [Cl-].[Al+3].[Cl-].[Cl-] (aluminum chloride). Procedure details: To a mixture, stirred at ambient temperature in the absence of the humidity of the air, of 25 g of 1,1,2,3,3-pentamethyl indane and 13 cm3 of acetyl chloride, there are added, in small portions, 23 g of aluminum chloride in a manner such that the temperature does not exceed 40° C. Stirring is maintained for 2 hours after the end of the addition and the reaction mixture is left overnight. The next day, it is poured into 200 cm3 of ice water and then extracted three times with 150 cm3 of dichlorom... Run at time 8 hour. RXN SMILES: [CH3:1][C:2]1([CH3:14])[C:10]2[C:5](=[CH:6][CH:7]=[CH:8][CH:9]=2)[C:4]([CH3:12])([CH3:11])[CH:3]1[CH3:13].[C:15](Cl)(=[O:17])[CH3:16].[Cl-].[Al+3].[Cl-].[Cl-]>>[C:15]([C:8]1[CH:9]=[C:10]2[C:5](=[CH:6][CH:7]=1)[C:4]([CH3:12])([CH3:11])[CH:3]([CH3:13])[C:2]2([CH3:14])[CH3:1])(=[O:17])[CH3:16] |f:2.3.4.5|. Starting materials: C=1C=CN2C1CN(C1=C(C2)C=CC=C1)C(=O)C1=CC(=C(C=C1)B1OC(C(O1)(C)C)(C)C)C ((10,11-Dihydro-5H-pyrrolo[2,1-c][1,4]benzodiazepin-10-yl)-[3-methyl-4-(4,4,5,5-tetramethyl-[1,3,2]dioxaborolan-2-yl)-phenyl]-methanone), FC(S(=O)(=O)OC1=C(C(CCC1)=O)C)(F)F (3-oxo-2-methylcyclohexen-1-yl trifluoromethanesulfonate), C([O-])([O-])=O.[Na+].[Na+] (sodium carbonate). The reagents and catalysts are C1=CC=C(C=C1)P([C-]2C=CC=C2)C3=CC=CC=C3.C1=CC=C(C=C1)P([C-]2C=CC=C2)C3=CC=CC=C3.Cl[Pd]Cl.[Fe+2] (dichloro[1,1′-bis(diphenylphosphino)ferrocene]palladium). Run in CS(=O)C (dimethylsulfoxide), O (water). Run at temperature 60 celsius. The product is CC1=C(C=CC(=C1)C(=O)N1CC=2N(CC3=C1C=CC=C3)C=CC2)C2=C(C(CCC2)=O)C (3-[2-Methyl-4-(5H-pyrrolo[2,1-c][1,4]benzodiazepin-10(11H)-yl-carbonyl)phenyl]-2-methyl-cyclohex-2-en-1-one). Isolated yield 54.7%. RXN SMILES: [CH:1]1[CH:2]=[CH:3][N:4]2[CH2:10][C:9]3[CH:11]=[CH:12][CH:13]=[CH:14][C:8]=3[N:7]([C:15]([C:17]3[CH:22]=[CH:21][C:20](B4OC(C)(C)C(C)(C)O4)=[C:19]([CH3:32])[CH:18]=3)=[O:16])[CH2:6][C:5]=12.FC(F)(F)S([O:38][C:39]1[CH2:44][CH2:43][CH2:42][C:41](=O)[C:40]=1[CH3:46])(=O)=O.C(=O)([O-])[O-].[Na+].[Na+]>CS(C)=O.O.C1C=CC(P(C2C=CC=CC=2)[C-]2C=CC=C2)=CC=1.C1C=CC(P(C2C=CC=CC=2)[C-]2C=CC=C2)=CC=1.Cl[Pd]Cl.[Fe+2]>[CH3:20][C:21]1[CH:22]=[C:17]([C:15]([N:7]2[C:8]3[CH:14]=[CH:13][CH:12]=[CH:11][C:9]=3[CH2:10][N:4]3[CH:3]=[CH:2][CH:1]=[C:5]3[CH2:6]2)=[O:16])[CH:18]=[CH:19][C:32]=1[C:41]1[CH2:42][CH2:43][CH2:44][C:39](=[O:38])[C:40]=1[CH3:46] |f:2.3.4,7.8.9.10|. Procedure details: (10,11-Dihydro-5H-pyrrolo[2,1-c][1,4]benzodiazepin-10-yl)-[3-methyl-4-(4,4,5,5-tetramethyl-[1,3,2]dioxaborolan-2-yl)-phenyl]-methanone of Example 2 Step B (6.75 g, 15.8 mmol), 3-oxo-2-methylcyclohexen-1-yl trifluoromethanesulfonate (4.49 g, 17.4 mmol) and dichloro[1,1′-bis(diphenylphosphino)ferrocene]palladium (II) dichloromethane adduct (0.387 g, 0.474 mmol) were combined in dimethylsulfoxide (79 mL). Aqueous sodium carbonate (2M, 39.5 mL, 79.0 mmol) was added and the reaction heated to 60° C. ... As a reaction SMILES: [Br:34][c:35]1[cH:36][c:37]([Cl:58])[c:38]([C:41](=[O:42])[c:43]2[c:44]([Cl:57])[cH:45][cH:46][c:47](-[n:49]3[n:50][n:51][c:52]([CH2:54][CH2:55][OH:56])[cH:53]3)[cH:48]2)[cH:39][cH:40]1.[F:1][c:2]1[c:3]([NH:9][c:10]2[cH:11][cH:12][c:13]([C:14]([c:15]3[cH:16][c:17](-[n:18]4[cH:19][c:20]([CH2:21][CH2:22][OH:23])[n:24][n:25]4)[cH:26][cH:27][c:28]3[CH3:29])=[O:30])[c:31]([CH3:32])[cH:33]2)[cH:4][cH:5][c:6]([F:8])[cH:7]1.[F:59][c:60]1[cH:61][c:62]([F:63])[cH:64][cH:65][c:66]1[NH2:67]>>[F:1][c:2]1[c:3]([NH:9][c:35]2[cH:36][c:37]([Cl:58])[c:38]([C:41](=[O:42])[c:43]3[c:44]([Cl:57])[cH:45][cH:46][c:47](-[n:49]4[n:50][n:51][c:52]([CH2:54][CH2:55][OH:56])[cH:53]4)[cH:48]3)[cH:39][cH:40]2)[cH:4][cH:5][c:6]([F:8])[cH:7]1. The reactants are O=C(c1ccc(Br)cc1Cl)c1cc(-n2cc(CCO)nn2)ccc1Cl, Cc1cc(Nc2ccc(F)cc2F)ccc1C(=O)c1cc(-n2cc(CCO)nn2)ccc1C, Nc1ccc(F)cc1F. Yields the product O=C(c1ccc(Nc2ccc(F)cc2F)cc1Cl)c1cc(-n2cc(CCO)nn2)ccc1Cl.